describe an organic reaction: reactants, conditions, products, and yield From a dataset of the Open Reaction Database (ORD), a public repository of structured organic reaction records. Reactants: ClCCCBr, O=C([O-])[O-], CC(C)=O, [K+], [K+], CC(=O)Cc1ccc(O)cc1. Product: CC(=O)Cc1ccc(OCCCCl)cc1. Reaction SMILES: [Br:18][CH2:19][CH2:20][CH2:21][Cl:22].[C:12](=[O:13])([O-:14])[O-:15].[CH3:23][C:24](=[O:25])[CH3:26].[K+:16].[K+:17].[OH:1][c:2]1[cH:3][cH:4][c:5]([CH2:8][C:9]([CH3:10])=[O:11])[cH:6][cH:7]1>>[O:1]([c:2]1[cH:3][cH:4][c:5]([CH2:8][C:9]([CH3:10])=[O:11])[cH:6][cH:7]1)[CH2:19][CH2:20][CH2:21][Cl:22]. Reactants: C, COCC(C)Oc1cc(Oc2ccc(S(C)(=O)=O)nc2)cc(-c2ccc(C(=O)OCc3ccccc3)[nH]2)c1, CCOC(C)=O, [Pd]. The product is COCC(C)Oc1cc(Oc2ccc(S(C)(=O)=O)nc2)cc(-c2ccc(C(=O)O)[nH]2)c1. As a reaction SMILES: [C:45].[CH3:1][O:2][CH2:3][CH:4]([O:5][c:6]1[cH:7][c:8](-[c:23]2[cH:24][cH:25][c:26]([C:28](=[O:29])[O:30][CH2:31][c:32]3[cH:33][cH:34][cH:35][cH:36][cH:37]3)[nH:27]2)[cH:9][c:10]([O:12][c:13]2[cH:14][n:15][c:16]([S:19](=[O:20])(=[O:21])[CH3:22])[cH:17][cH:18]2)[cH:11]1)[CH3:38].[CH3:39][CH2:40][O:41][C:42](=[O:43])[CH3:44].[Pd:46]>>[CH3:1][O:2][CH2:3][CH:4]([O:5][c:6]1[cH:7][c:8](-[c:23]2[cH:24][cH:25][c:26]([C:28](=[O:29])[OH:30])[nH:27]2)[cH:9][c:10]([O:12][c:13]2[cH:14][n:15][c:16]([S:19](=[O:20])(=[O:21])[CH3:22])[cH:17][cH:18]2)[cH:11]1)[CH3:38]. Reactants: CCOC(=O)c1c(C(F)(F)F)nc(C(F)(F)F)c(C(=O)OC)c1SCC, ClCCl, O=C(OO)c1cccc(Cl)c1. Yields the product CCOC(=O)c1c(C(F)(F)F)nc(C(F)(F)F)c(C(=O)OC)c1S(=O)CC. As a reaction SMILES: [CH2:1]([CH3:2])[S:3][c:4]1[c:5]([C:22](=[O:23])[O:24][CH2:25][CH3:26])[c:6]([C:18]([F:19])([F:20])[F:21])[n:7][c:8]([C:14]([F:15])([F:16])[F:17])[c:9]1[C:10](=[O:11])[O:12][CH3:13].[Cl:38][CH2:39][Cl:40].[OH:27][O:28][C:29]([c:30]1[cH:31][c:32]([Cl:33])[cH:34][cH:35][cH:36]1)=[O:37]>>[CH2:1]([CH3:2])[S:3]([c:4]1[c:5]([C:22](=[O:23])[O:24][CH2:25][CH3:26])[c:6]([C:18]([F:19])([F:20])[F:21])[n:7][c:8]([C:14]([F:15])([F:16])[F:17])[c:9]1[C:10](=[O:11])[O:12][CH3:13])=[O:27]. Reactants: CC(C)Cn1cnc2cnc3ccccc3c21, CC(=O)O, OO. Product: CC(C)Cn1cnc2c[n+]([O-])c3ccccc3c21. As a reaction SMILES: [CH2:1]([CH:2]([CH3:3])[CH3:4])[n:5]1[cH:6][n:7][c:8]2[cH:9][n:10][c:11]3[cH:12][cH:13][cH:14][cH:15][c:16]3[c:17]12.[CH3:20][C:21](=[O:22])[OH:23].[OH:18][OH:19]>>[CH2:1]([CH:2]([CH3:3])[CH3:4])[n:5]1[cH:6][n:7][c:8]2[cH:9][n+:10]([O-:18])[c:11]3[cH:12][cH:13][cH:14][cH:15][c:16]3[c:17]12. Starting materials: ClC1=CC(=CC=C1)C(=O)OO (m-chloroperbenzoic acid), NC1=NC(=NC(=N1)N)N1CCC=CC1 (2,4-diamino-6-[3,6-dihydro-1(2H)-pyridyl]-s-triazine). Run in C(OC)COC (dimethoxyethane). Run at time 8 hour. Yields the product NC1=NC(=NC(=[N+]1[O-])N)N1CCC=CC1 (2,4-diamino-6-[3,6-dihydro-1(2H)-pyridyl]-s-triazine-3-oxide). RXN SMILES: ClC1C=CC=C(C(OO)=[O:9])C=1.[NH2:12][C:13]1[N:18]=[C:17]([NH2:19])[N:16]=[C:15]([N:20]2[CH2:25][CH:24]=[CH:23][CH2:22][CH2:21]2)[N:14]=1>C(COC)OC>[NH2:19][C:17]1[N+:18]([O-:9])=[C:13]([NH2:12])[N:14]=[C:15]([N:20]2[CH2:21][CH:22]=[CH:23][CH2:24][CH2:25]2)[N:16]=1. Procedure details: 191 g. of m-chloroperbenzoic acid are dissolved in 800 ml. of dimethoxyethane and cooled to -5° C. 103 g. of 2,4-diamino-6-[3,6-dihydro-1(2H)-pyridyl]-s-triazine are then added in solid form within 2.5 hours. The mixture is left to warm to room temperature and then stirred overnight. The solvent is then concentrated at 20° C. under reduced pressure and 200 ml. of water are added. The pH value is then adjusted to 10 with sodium hydroxide and the solution is continuously extracted with chloroform ... Reactants: FC(C1=CC=CC(=N1)N1CC(NCC1)C(=O)OCC)(F)F (ethyl 4-(6-(trifluoromethyl)pyridin-2-yl)piperazine-2-carboxylate), C(C=C)(=O)OCC (ethyl acrylate), C(C)(C)N(C(C)C)CC (N,N-diisopropylethylamine). Run in C(C)O (ethanol). Run at temperature 80 celsius, time 4 day. Yields the product C(C)OC(CCN1C(CN(CC1)C1=NC(=CC=C1)C(F)(F)F)C(=O)OCC)=O (ethyl 1-(3-ethoxy-3-oxopropyl)-4-(6-(trifluoromethyl)pyridin-2-yl)-piperazine-2-carboxylate). Reaction SMILES: [F:1][C:2]([F:21])([F:20])[C:3]1[N:8]=[C:7]([N:9]2[CH2:14][CH2:13][NH:12][CH:11]([C:15]([O:17][CH2:18][CH3:19])=[O:16])[CH2:10]2)[CH:6]=[CH:5][CH:4]=1.[C:22]([O:26][CH2:27][CH3:28])(=[O:25])[CH:23]=[CH2:24].C(N(CC)C(C)C)(C)C>C(O)C>[CH2:27]([O:26][C:22](=[O:25])[CH2:23][CH2:24][N:12]1[CH2:13][CH2:14][N:9]([C:7]2[CH:6]=[CH:5][CH:4]=[C:3]([C:2]([F:1])([F:20])[F:21])[N:8]=2)[CH2:10][CH:11]1[C:15]([O:17][CH2:18][CH3:19])=[O:16])[CH3:28]. Procedure: To a solution of Example 94A (10 g, 33.0 mmol) and ethyl acrylate (14.29 mL, 132 mmol) in dry ethanol (30 mL) was added N,N-diisopropylethylamine (2.85 mL, 16.49 mmol). The mixture was heated to 80° C. and stirred for 4 days. Excess ethyl acrylate and ethanol were removed under vacuum. The residue was purified on a silica gel column (hexane:ethyl acetate=1:3) and then purified again via HPLC (Gilson®, Xbridge™ 50×100 mm column, eluted with pH=10 aqueous ammonium bicarbonate-ammonium hydroxide/ac... Reactants: CC(C)(C)OC(=O)N1CCC(C(N)=O)(c2cccs2)CC1, Cl, C1COCCO1. Yields the product Cl, NC(=O)C1(c2cccs2)CCNCC1. As a reaction SMILES: [C:1]([O:2][C:3](=[O:4])[N:8]1[CH2:9][CH2:10][C:11]([C:14](=[O:15])[NH2:16])([c:17]2[s:18][cH:19][cH:20][cH:21]2)[CH2:12][CH2:13]1)([CH3:5])([CH3:6])[CH3:7].[ClH:22].[O:23]1[CH2:24][CH2:25][O:26][CH2:27][CH2:28]1>>[ClH:22].[NH:8]1[CH2:9][CH2:10][C:11]([C:14](=[O:15])[NH2:16])([c:17]2[s:18][cH:19][cH:20][cH:21]2)[CH2:12][CH2:13]1. Reactants: C(C=C)OC1(CCN(CC1)C1=C(C(=NC=2N1N=C(C2)CI)C)[C@@H](C(=O)OCC)OC(C)(C)C)C ((S)-ethyl 2-(7-(4-(allyloxy)-4-methylpiperidin-1-yl)-2-(iodomethyl)-5-methylpyrazolo[1,5-a]pyrimidin-6-yl)-2-(tert-butoxy)acetate), [H-].[Na+] (NaH), FC1=CC(=C(C=C1)CO)C=C ((4-fluoro-2-vinylphenyl)methanol). Run in CN(C)C=O (DMF). The product is C(C=C)OC1(CCN(CC1)C1=C(C(=NC=2N1N=C(C2)COCC2=C(C=C(C=C2)F)C=C)C)[C@@H](C(=O)OCC)OC(C)(C)C)C ((S)-ethyl 2-(7-(4-(allyloxy)-4-methylpiperidin-1-yl)-2-(((4-fluoro-2-vinylbenzyl)oxy)methyl)-5-methylpyrazolo[1,5-a]pyrimidin-6-yl)-2-(tert-butoxy)acetate). Isolated yield 44.7%. Reaction SMILES: [F:1][C:2]1[CH:7]=[CH:6][C:5]([CH2:8][OH:9])=[C:4]([CH:10]=[CH2:11])[CH:3]=1.[CH2:12]([O:15][C:16]1([CH3:45])[CH2:21][CH2:20][N:19]([C:22]2[N:27]3[N:28]=[C:29]([CH2:31]I)[CH:30]=[C:26]3[N:25]=[C:24]([CH3:33])[C:23]=2[C@H:34]([O:40][C:41]([CH3:44])([CH3:43])[CH3:42])[C:35]([O:37][CH2:38][CH3:39])=[O:36])[CH2:18][CH2:17]1)[CH:13]=[CH2:14].[H-].[Na+]>CN(C=O)C>[CH2:12]([O:15][C:16]1([CH3:45])[CH2:17][CH2:18][N:19]([C:22]2[N:27]3[N:28]=[C:29]([CH2:31][O:9][CH2:8][C:5]4[CH:6]=[CH:7][C:2]([F:1])=[CH:3][C:4]=4[CH:10]=[CH2:11])[CH:30]=[C:26]3[N:25]=[C:24]([CH3:33])[C:23]=2[C@H:34]([O:40][C:41]([CH3:44])([CH3:43])[CH3:42])[C:35]([O:37][CH2:38][CH3:39])=[O:36])[CH2:20][CH2:21]1)[CH:13]=[CH2:14] |f:2.3|. Reported procedure: To a mixture of (4-fluoro-2-vinylphenyl)methanol (39.1 mg, 0.257 mmol) in DMF (3 mL) at 0° C. was added (S)-ethyl 2-(7-(4-(allyloxy)-4-methylpiperidin-1-yl)-2-(iodomethyl)-5-methylpyrazolo[1,5-a]pyrimidin-6-yl)-2-(tert-butoxy)acetate (150 mg, 0.257 mmol) and NaH (10.26 mg, 0.257 mmol). It was then quenched with sat. NH4Cl, extracted with EtOAc. The organic layer was dried over MgSO4, filtered and concentrated to obtain an oil, which was then purified by biotage, eluting with 25% EtOAc/hexane to ...